From a dataset of the Open Reaction Database (ORD), a public repository of structured organic reaction records. describe an organic reaction: reactants, conditions, products, and yield Reactants: C(C)(C)(C)N1N=C(C(=C1N)C#N)NC1=CC=CC=C1 (1-tert-Butyl-3-phenylamino-5-amino-1H-pyrazole-4-carbonitrile), OO (hydrogen peroxide), C(C)O (ethanol), [OH-].[K+] (potassium hydroxide). The solvent is O (water). Reaction conditions: time 24 hour. Product: C(C)(C)(C)N1N=C(C(=C1N)C(=O)N)NC1=CC=CC=C1 (1-tert-butyl-3-phenylamino-5-amino-1H-pyrazole-4-carboxamide). Yield: 64.0%. RXN SMILES: [C:1]([N:5]1[C:9]([NH2:10])=[C:8]([C:11]#[N:12])[C:7]([NH:13][C:14]2[CH:19]=[CH:18][CH:17]=[CH:16][CH:15]=2)=[N:6]1)([CH3:4])([CH3:3])[CH3:2].C([OH:22])C.[OH-].[K+].OO>O>[C:1]([N:5]1[C:9]([NH2:10])=[C:8]([C:11]([NH2:12])=[O:22])[C:7]([NH:13][C:14]2[CH:15]=[CH:16][CH:17]=[CH:18][CH:19]=2)=[N:6]1)([CH3:4])([CH3:2])[CH3:3] |f:2.3|. Procedure: 1-tert-Butyl-3-phenylamino-5-amino-1H-pyrazole-4-carbonitrile (1.0 g, 0.004 mol), 50% aqueous ethanol (30 ml), potassium hydroxide (1.8 g, 0.03 mol) and 30% hydrogen peroxide (2.5 ml, 0.02 mol) were combined and stirred at room temperature for 24 hours, then refluxed on a steam bath for 1 hour. The reaction mixture was added to water, and the obtained solid was filtered and washed with water to afford 0.68 g (64%) of 1-tert-butyl-3-phenylamino-5-amino-1H-pyrazole-4-carboxamide as a gray solid, m... The reactants are [BH4-].[Na+] (Sodium borohydride), FC(C1=CC(=NC=C1)CC1C(CCC1)=O)(F)F (2-{[4-(trifluoromethyl)pyridin-2-yl]methyl}cyclopentan-1-one). The solvent is C(C)O (ethanol). Conditions: time 3 hour. Product: FC(C1=CC(=NC=C1)CC1C(CCC1)O)(F)F (2-{[4-(Trifluoromethyl)pyridin-2-yl]methyl}cyclopentan-1-ol). RXN SMILES: [BH4-].[Na+].[F:3][C:4]([F:19])([F:18])[C:5]1[CH:10]=[CH:9][N:8]=[C:7]([CH2:11][CH:12]2[CH2:16][CH2:15][CH2:14][C:13]2=[O:17])[CH:6]=1>C(O)C>[F:19][C:4]([F:3])([F:18])[C:5]1[CH:10]=[CH:9][N:8]=[C:7]([CH2:11][CH:12]2[CH2:16][CH2:15][CH2:14][CH:13]2[OH:17])[CH:6]=1 |f:0.1|. Procedure: Sodium borohydride (0.117 g, 3.08 mmol) was added to a solution of 2-{[4-(trifluoromethyl)pyridin-2-yl]methyl}cyclopentan-1-one (0.375 g, 1.54 mmol) in ethanol (10 ml). The reaction was stirred at room temperature for 3 hours and then quenched with water (5 mL) and 2M HCl (aq., 5 ml). The organics were extracted with ethyl acetate (2×30 ml) and the combined organics were washed with brine (10 ml), dried over magnesium sulfate, filtered through a hydrophobic frit and concentrated in vacuo. The cr... Reactants: CC1(NC(CCC1)(C)C)C (2,2,6,6-tetramethylpiperidine), [Li]CCCC (n-BuLi), CN(C)C=O (DMF), C(C)(C)(C)C1=CC=C(C=C1)NC(C1=C(N=CC=C1)F)=O (N-(4-tert-butyl-phenyl)-2-fluoro-nicotinamide), Cl (HCl), C(=O)([O-])[O-].[Na+].[Na+] (Na2CO3). Solvent: C1CCOC1 (THF), C1CCOC1 (THF). Conditions: temperature -78 celsius, time 30 minute. Yields the product C(C)(C)(C)C1=CC=C(C=C1)N1C(C=2C(=NC=CC2C1O)F)=O (2-(4-tert-butyl-phenyl)-4-fluoro-1-hydroxy-1,2-dihydro-pyrrolo[3,4-c]pyridin-3-one). RXN SMILES: CC1(C)CCCC(C)(C)N1.[Li]CCCC.[C:16]([C:20]1[CH:25]=[CH:24][C:23]([NH:26][C:27](=[O:35])[C:28]2[CH:33]=[CH:32][CH:31]=[N:30][C:29]=2[F:34])=[CH:22][CH:21]=1)([CH3:19])([CH3:18])[CH3:17].CN([CH:39]=[O:40])C.Cl.C([O-])([O-])=O.[Na+].[Na+]>C1COCC1>[C:16]([C:20]1[CH:21]=[CH:22][C:23]([N:26]2[CH:39]([OH:40])[C:33]3[CH:32]=[CH:31][N:30]=[C:29]([F:34])[C:28]=3[C:27]2=[O:35])=[CH:24][CH:25]=1)([CH3:19])([CH3:17])[CH3:18] |f:5.6.7|. Procedure: To the solution of 2,2,6,6-tetramethylpiperidine (5.0 ml, 30.0 mmol) in 60 mL of anhydrous THF at −78° C. was added n-BuLi (2.5 M solution in hexanes, 16 mL, 40.0 mmol) under N2. The resulting mixture was stirred at −78° C. for 30 min, and a solution of N-(4-tert-butyl-phenyl)-2-fluoro-nicotinamide (2.72 g, 10.0 mmol, Step A) in 20 mL of THF was added dropwise. The mixture was stirred at −78° C. for 2 h, DMF (4.6 mL, 60.0 mmol) was added dropwise. The mixture was stirred at −78° C. for 30 min, t... Run in C(Cl)(Cl)Cl (chloroform). Product: CN(CC=1N=C(SC1)N)C(=O)N[C@@H](C(C)C)C(=O)N[C@@H](CC1=CC=CC=C1)[C@@H]([C@H]([C@H](CC1=CC=CC=C1)NC([C@@H](NC(=O)N(C)CC=1N=C(SC1)N)C(C)C)=O)O)O ((2S,3S,4S,5S)-2,5-Bis-(N-(N-((N-methyl-N-((2-amino-4-thiazolyl)methyl)amino)carbonyl)valinyl)amino)-3,4-dihydroxy-1,6-diphenylhexane). Reported procedure: Using the procedure of Example 58B but replacing the resultant compound of Example 58A with the resultant compound of Example 92 provided, after silica gel chromatography using first 5% then 10% methanol in chloroform, 62 mg (43%) of the desired compound (Rf 0.16, 10% methanol in chloroform) as an off-white solid, m.p. 122°-124° C. Mass spectrum: (M+1)+ =837. The reactants are resultant compound, CN(CC=1N=C(SC1)NC(=O)OC(C)(C)C)C(=O)N[C@@H](C(C)C)C(=O)N[C@@H](CC1=CC=CC=C1)[C@@H]([C@H]([C@H](CC1=CC=CC=C1)NC([C@@H](NC(=O)N(C)CC=1N=C(SC1)NC(=O)OC(C)(C)C)C(C)C)=O)O)O ((2S,3S,4S,5S)-2,5-Bis-(N-(N-((N-methyl-N-((2-((((t-butyl)oxy)carbonyl)amino)-4-thiazolyl)methyl)amino)carbonyl)valinyl)amino)-3,4-dihydroxy-1,6-diphenylhexane), CO (methanol). As a reaction SMILES: [CH3:1][N:2]([C:17]([NH:19][C@H:20]([C:24]([NH:26][C@H:27]([C@H:35]([OH:72])[C@@H:36]([OH:71])[C@@H:37]([NH:45][C:46](=[O:70])[C@H:47]([CH:67]([CH3:69])[CH3:68])[NH:48][C:49]([N:51]([CH2:53][C:54]1[N:55]=[C:56]([NH:59]C(OC(C)(C)C)=O)[S:57][CH:58]=1)[CH3:52])=[O:50])[CH2:38][C:39]1[CH:44]=[CH:43][CH:42]=[CH:41][CH:40]=1)[CH2:28][C:29]1[CH:34]=[CH:33][CH:32]=[CH:31][CH:30]=1)=[O:25])[CH:21]([CH3:23])[CH3:22])=[O:18])[CH2:3][C:4]1[N:5]=[C:6]([NH:9]C(OC(C)(C)C)=O)[S:7][CH:8]=1.CO>C(Cl)(Cl)Cl>[CH3:52][N:51]([C:49]([NH:48][C@H:47]([C:46]([NH:45][C@H:37]([C@H:36]([OH:71])[C@@H:35]([OH:72])[C@@H:27]([NH:26][C:24](=[O:25])[C@H:20]([CH:21]([CH3:22])[CH3:23])[NH:19][C:17]([N:2]([CH2:3][C:4]1[N:5]=[C:6]([NH2:9])[S:7][CH:8]=1)[CH3:1])=[O:18])[CH2:28][C:29]1[CH:30]=[CH:31][CH:32]=[CH:33][CH:34]=1)[CH2:38][C:39]1[CH:40]=[CH:41][CH:42]=[CH:43][CH:44]=1)=[O:70])[CH:67]([CH3:69])[CH3:68])=[O:50])[CH2:53][C:54]1[N:55]=[C:56]([NH2:59])[S:57][CH:58]=1. Reaction SMILES: [Si](OCCN(C)C(C1C(OCC2C=CC=CC=2)=C(O)N=C(CC2(C3C4C(=CC=CC=4)C=CC=3)CCCC2)N=1)=O)(C(C)(C)C)(C)C.[CH2:46]([O:53][C:54]1[C:55]([C:77]([OH:79])=O)=[N:56][C:57]([CH2:61][C:62]2([C:67]3[C:76]4[C:71](=[CH:72][CH:73]=[CH:74][CH:75]=4)[CH:70]=[CH:69][CH:68]=3)[CH2:66][CH2:65][CH2:64][CH2:63]2)=[N:58][C:59]=1[OH:60])[C:47]1[CH:52]=[CH:51][CH:50]=[CH:49][CH:48]=1.[Si:80]([O:87][CH2:88][CH2:89][NH:90][CH:91]([CH3:93])[CH3:92])([C:83]([CH3:86])([CH3:85])[CH3:84])([CH3:82])[CH3:81]>>[CH2:46]([O:53][C:54]1[C:55]([C:77]([N:90]([CH2:89][CH2:88][O:87][Si:80]([C:83]([CH3:85])([CH3:84])[CH3:86])([CH3:81])[CH3:82])[CH:91]([CH3:92])[CH3:93])=[O:79])=[N:56][C:57]([CH2:61][C:62]2([C:67]3[C:76]4[C:71](=[CH:72][CH:73]=[CH:74][CH:75]=4)[CH:70]=[CH:69][CH:68]=3)[CH2:66][CH2:65][CH2:64][CH2:63]2)=[N:58][C:59]=1[OH:60])[C:47]1[CH:52]=[CH:51][CH:50]=[CH:49][CH:48]=1. Starting materials: [Si](C)(C)(C(C)(C)C)OCCN(C(=O)C1=NC(=NC(=C1OCC1=CC=CC=C1)O)CC1(CCCC1)C1=CC=CC2=CC=CC=C12)C (5-benzyloxy-6-hydroxy-2-(1-naphthalen-1-yl-cyclopentylmethyl)-pyrimidine-4-carboxylic acid [2-(tert-butyl-dimethylsilanyloxy)-ethyl]-methyl-amide), C(C1=CC=CC=C1)OC=1C(=NC(=NC1O)CC1(CCCC1)C1=CC=CC2=CC=CC=C12)C(=O)O (5-benzyloxy-6-hydroxy-2-(1-naphthalen-1-yl-cyclopentylmethyl)-pyrimidine-4-carboxylic acid), [Si](C)(C)(C(C)(C)C)OCCNC(C)C (N-(2-(tert-Butyldimethylsilyloxy)ethyl)propan-2-amine). Product: C(C1=CC=CC=C1)OC=1C(=NC(=NC1O)CC1(CCCC1)C1=CC=CC2=CC=CC=C12)C(=O)N(C(C)C)CCO[Si](C)(C)C(C)(C)C (5-(Benzyloxy)-N-(2-((tert-butyldimethylsilyl)oxy)ethyl)-6-hydroxy-N-isopropyl-2-((1-(naphthalen-1-yl)cyclopentyl)methyl)pyrimidine-4-carboxamide). Procedure: This compound was prepared by following the same method as described for 5-benzyloxy-6-hydroxy-2-(1-naphthalen-1-yl-cyclopentylmethyl)-pyrimidine-4-carboxylic acid [2-(tert-butyl-dimethylsilanyloxy)-ethyl]-methyl-amide (350) from 5-benzyloxy-6-hydroxy-2-(1-naphthalen-1-yl-cyclopentylmethyl)-pyrimidine-4-carboxylic acid (345) and [2-(tert-butyl-dimethylsilanyloxy)-ethyl]-isopropyl-amine (8b). Reactants: CC1(CCSC2=CC=C(C=C12)CC(=O)O)C ((4,4-dimethyl-thiochroman-6-yl)-acetic acid), C(CCCC)I (pentyl iodide), C(C)(C)NC(C)C (diisopropylamine), C(CCC)[Li] (butyl lithium). Run in C1CCOC1 (THF), C1CCOC1 (THF), C1CCOC1 (THF). Conditions: temperature 0 celsius, time 30 minute. Product: CC1(CCSC2=CC=C(C=C12)C(C(=O)O)CCCCC)C ((RS)-2-(4,4-dimethyl-thiochroman-6-yl)-heptanoic Acid). As a reaction SMILES: C(NC(C)C)(C)C.C([Li])CCC.[CH3:13][C:14]1([CH3:28])[C:23]2[C:18](=[CH:19][CH:20]=[C:21]([CH2:24][C:25]([OH:27])=[O:26])[CH:22]=2)[S:17][CH2:16][CH2:15]1.[CH2:29](I)[CH2:30][CH2:31][CH2:32][CH3:33]>C1COCC1>[CH3:13][C:14]1([CH3:28])[C:23]2[C:18](=[CH:19][CH:20]=[C:21]([CH:24]([CH2:29][CH2:30][CH2:31][CH2:32][CH3:33])[C:25]([OH:27])=[O:26])[CH:22]=2)[S:17][CH2:16][CH2:15]1. Procedure details: 1.12 ml of diisopropylamine were dissolved in 24 ml THF and treated dropwise, at 0° C., with 3.2 ml of butyl lithium (2.5M). After 30 min. at 0° C., a solution of 0.6 g of (4,4-dimethyl-thiochroman-6-yl)-acetic acid in 4 ml of THF was dropped in. The reaction mixture was stirred at 0° C. for one hour then at room temperature for 30 min. After cooling back to 0° C., a solution of 0.5 ml of pentyl iodide in 2 ml THF was added dropwise. The mixture was kept at 0° C. for one hour then at room temper... Reactants: ClC1=C2C(C(=O)N(C2=O)C2(CCCCC2)C(=O)O)=CC=C1 (1-(3-chlorophthalimido)cyclohexanecarboxylic acid), S(=O)(Cl)Cl (thionyl chloride). Run in C1=CC=CC=C1 (benzene). Run at time 2 hour. The product is ClC1=C2C(C(=O)N(C2=O)C2(CCCCC2)C(=O)Cl)=CC=C1 (1-(3-Chlorophthalimido)cyclohexanecarbonyl Chloride). RXN SMILES: [Cl:1][C:2]1[CH:21]=[CH:20][CH:19]=[C:4]2[C:5]([N:7]([C:10]3([C:16](O)=[O:17])[CH2:15][CH2:14][CH2:13][CH2:12][CH2:11]3)[C:8](=[O:9])[C:3]=12)=[O:6].S(Cl)([Cl:24])=O>C1C=CC=CC=1>[Cl:1][C:2]1[CH:21]=[CH:20][CH:19]=[C:4]2[C:5]([N:7]([C:10]3([C:16]([Cl:24])=[O:17])[CH2:15][CH2:14][CH2:13][CH2:12][CH2:11]3)[C:8](=[O:9])[C:3]=12)=[O:6]. Procedure: In a 12 liter flask is placed 1.5 kg. of the 1-(3-chlorophthalimido)cyclohexanecarboxylic acid and 7500 ml. benzene. The mixture is stirred and heated to boiling, and then 696 grams thionyl chloride added dropwise. After the addition, heating is continued for 2 hours. The volume of the solution is reduced by one-half, the solution filtered, and the remaining solvent removed under reduced pressure. The acid chloride is used for the preparation of the carboxamides without further purification.